From a dataset of the Open Reaction Database (ORD), a public repository of structured organic reaction records. describe an organic reaction: reactants, conditions, products, and yield Run in C(C)O (ethanol). Starting materials: O.NN (hydrazine hydrate), ClC1=NC=NC(=C1)N1CCCCC1 (4-chloro-6-piperidin-1-ylpyrimidine). Yields the product N(N)C1=NC=NC(=C1)N1CCCCC1 (4-Hydrazino-6-piperidin-1-ylpyrimidine). Reaction SMILES: O.[NH2:2][NH2:3].Cl[C:5]1[CH:10]=[C:9]([N:11]2[CH2:16][CH2:15][CH2:14][CH2:13][CH2:12]2)[N:8]=[CH:7][N:6]=1>C(O)C>[NH:2]([C:5]1[CH:10]=[C:9]([N:11]2[CH2:16][CH2:15][CH2:14][CH2:13][CH2:12]2)[N:8]=[CH:7][N:6]=1)[NH2:3] |f:0.1|. Procedure details: With stirring and at RT, 17.7 ml (18.2 g, 364.2 mmol) of hydrazine hydrate are added dropwise to a solution of 6.0 g (30.4 mmol) of 4-chloro-6-piperidin-1-ylpyrimidine in 50 ml of ethanol. The reaction solution is stirred at 80° C. for a further 16 h. For work-up, the mixture is concentrated under reduced pressure, the residue is stirred in water, the precipitated solid is filtered off, the filter residue is washed twice with in each case 150 ml of water and twice with in each case 100 ml of die... Starting materials: CCO, CCOC(=O)CNC(=O)c1c(O)n(C2CCCCC2)c(=O)[nH]c1=O, Cl, [Na+], [OH-]. Yields the product O=C(O)CNC(=O)c1c(O)n(C2CCCCC2)c(=O)[nH]c1=O. As a reaction SMILES: [CH3:28][CH2:29][OH:30].[CH:1]1([n:7]2[c:8](=[O:24])[nH:9][c:10](=[O:23])[c:11]([C:14](=[O:15])[NH:16][CH2:17][C:18](=[O:19])[O:20][CH2:21][CH3:22])[c:12]2[OH:13])[CH2:2][CH2:3][CH2:4][CH2:5][CH2:6]1.[ClH:27].[Na+:26].[OH-:25]>>[CH:1]1([n:7]2[c:8](=[O:24])[nH:9][c:10](=[O:23])[c:11]([C:14](=[O:15])[NH:16][CH2:17][C:18](=[O:19])[OH:20])[c:12]2[OH:13])[CH2:2][CH2:3][CH2:4][CH2:5][CH2:6]1.